Dataset: the Open Reaction Database (ORD), a public repository of structured organic reaction records. Task: describe an organic reaction: reactants, conditions, products, and yield Starting materials: [OH-].[Na+] (NaOH), C(C)(=O)N1CC(C2=C(C=C(C=C12)C)C)CCOC(C)=O (1-Acetyl-3-(2-acetoxyethyl)-4,6-dimethylindoline). Solvent: O (water), C(Cl)(Cl)Cl.CO (CHCl3 MeOH), 1/1. Reaction conditions: time 1 hour. The product is C(C)(=O)N1CC(C2=C(C=C(C=C12)C)C)CCO (1-acetyl-3-(2-hydroxyethyl)-4,6-dimethylindoline). Isolated yield 70.8%. RXN SMILES: [C:1]([N:4]1[C:12]2[C:7](=[C:8]([CH3:14])[CH:9]=[C:10]([CH3:13])[CH:11]=2)[CH:6]([CH2:15][CH2:16][O:17]C(=O)C)[CH2:5]1)(=[O:3])[CH3:2].[OH-].[Na+]>C(Cl)(Cl)Cl.CO.O>[C:1]([N:4]1[C:12]2[C:7](=[C:8]([CH3:14])[CH:9]=[C:10]([CH3:13])[CH:11]=2)[CH:6]([CH2:15][CH2:16][OH:17])[CH2:5]1)(=[O:3])[CH3:2] |f:1.2,3.4|. Procedure details: 1-Acetyl-3-(2-acetoxyethyl)-4,6-dimethylindoline (2.0 g) was dissolved in a mixture of CHCl3 /MeOH=1/1 (25 ml), and a solution of NaOH (1.5 g) in water (5 ml) was added, which was followed by stirring at room temperature for 1 hr. The solvent was evaporated under reduced pressure. CHCl3 (100 ml) was added, and the mixture was washed with water and dried over anhydrous sodium sulfate. CHCl3 was evaporated under reduced pressure. The residue was purified by silica gel column chromatography (eluent... Starting materials: C(C)(C)(C)OC(=O)N[C@@H]1CN(C[C@@H]([C@@]1(C)O)C)C(=O)OCC1=CC=CC=C1 (benzyl (3R,4R,5S)-3-[(tert-butoxycarbonyl)amino]-4-hydroxy-4,5-dimethylpiperidine-1-carboxylate). Reagents/catalysts: [Pd] (Pd on carbon). The solvent is CO (MeOH). Reaction conditions: time 3 hour. Yields the product O[C@]1([C@@H](CNC[C@@H]1C)NC(OC(C)(C)C)=O)C (tert-Butyl [(3R,4R,5S)-4-hydroxy-4,5-dimethylpiperidin-3-yl]carbamate). RXN SMILES: [C:1]([O:5][C:6]([NH:8][C@H:9]1[C@@:14]([OH:16])([CH3:15])[C@@H:13]([CH3:17])[CH2:12][N:11](C(OCC2C=CC=CC=2)=O)[CH2:10]1)=[O:7])([CH3:4])([CH3:3])[CH3:2]>CO.[Pd]>[OH:16][C@:14]1([CH3:15])[C@@H:13]([CH3:17])[CH2:12][NH:11][CH2:10][C@H:9]1[NH:8][C:6](=[O:7])[O:5][C:1]([CH3:4])([CH3:3])[CH3:2]. Procedure details: To a stirred solution of benzyl (3R,4R,5S)-3-[(tert-butoxycarbonyl)amino]-4-hydroxy-4,5-dimethylpiperidine-1-carboxylate (81 mg, 0.21 mmol) in MeOH (4.0 mL), 10 wt % Pd on carbon (29 mg) was added. The reaction mixture was stirred at room temperature under a hydrogen atmosphere (balloon pressure) for 3 h. The reaction mixture was filtered through a pad of diatomaceous earth (eluted with MeOH), and then concentrated under reduced pressure. The resulting crude product was used directly in the next... Reactants: NC=1SC=C(N1)C(C(=O)NC1[C@@H]2N(C(=C(CS2)C=C)C(=O)OCC(=O)OC(C)(C)C)C1=O)=NOCC(=O)OC(C1=CC=CC=C1)C1=CC=CC=C1 (tert-butoxycarbonylmethyl 7-[2-(2-aminothiazol-4-yl)-2-benzhydryloxycarbonylmethoxyiminoacetamido]-3-vinyl-3-cephem-4-carboxylate), C(C)(C)OC(C)C (diisopropyl ether). Solvent: FC(C(=O)O)(F)F (trifluoroacetic acid), C1(=CC=CC=C1)OC (anisole). Product: NC=1SC=C(N1)C(C(=O)NC1[C@@H]2N(C(=C(CS2)C=C)C(=O)OCC(=O)O)C1=O)=NOCC(=O)O (carboxymethyl 7-[2-(2-aminothiazol-4-yl)-2-carboxymethoxyiminoacetamido]-3-vinyl-3-cephem-4-carboxylate). Isolated yield 81.3%. RXN SMILES: [NH2:1][C:2]1[S:3][CH:4]=[C:5]([C:7](=[N:33][O:34][CH2:35][C:36]([O:38]C(C2C=CC=CC=2)C2C=CC=CC=2)=[O:37])[C:8]([NH:10][CH:11]2[C:31](=[O:32])[N:13]3[C:14]([C:20]([O:22][CH2:23][C:24]([O:26]C(C)(C)C)=[O:25])=[O:21])=[C:15]([CH:18]=[CH2:19])[CH2:16][S:17][C@H:12]23)=[O:9])[N:6]=1.C(OC(C)C)(C)C>FC(F)(F)C(O)=O.C1(OC)C=CC=CC=1>[NH2:1][C:2]1[S:3][CH:4]=[C:5]([C:7](=[N:33][O:34][CH2:35][C:36]([OH:38])=[O:37])[C:8]([NH:10][CH:11]2[C:31](=[O:32])[N:13]3[C:14]([C:20]([O:22][CH2:23][C:24]([OH:26])=[O:25])=[O:21])=[C:15]([CH:18]=[CH2:19])[CH2:16][S:17][C@H:12]23)=[O:9])[N:6]=1. Reported procedure: A solution of tert-butoxycarbonylmethyl 7-[2-(2-aminothiazol-4-yl)-2-benzhydryloxycarbonylmethoxyiminoacetamido]-3-vinyl-3-cephem-4-carboxylate (syn isomer) (3.0 g) in trifluoroacetic acid (10 ml) and anisole (5 ml) was stirred at 25° to 30° C. for an hour. The reaction mixture was poured into diisopropyl ether (150 ml), and the precipitates were collected by filtration and dissolved in 5% aqueous sodium bicarbonate (50 ml). The aqueous solution was washed with ethyl acetate and then adjusted to...